This data is from the Open Reaction Database (ORD), a public repository of structured organic reaction records. The task is: describe an organic reaction: reactants, conditions, products, and yield Starting materials: BrCCC1OCCCO1 (2-(2-bromoethyl)-1,3-dioxane), [Mg] (magnesium), BrC1=C(CBr)C=C(C=C1)OC (2-bromo-5-methoxybenzyl bromide), CuCl4, [Br-] (bromide), ice-salt, alkylmagnesium-bromide, II (iodine). Reagents/catalysts: II (iodine). Run in C1CCOC1 (THF), C1CCOC1 (THF), C1CCOC1 (THF). Conditions: time 8 hour. Yields the product BrC1=C(C=C(C=C1)OC)CCCC1OCCCO1 (2-[3-(2-Bromo-5-methoxyphenyl)propyl]-1,3-dioxane). Yield: 116.5%. As a reaction SMILES: Br[CH2:2][CH2:3][CH:4]1[O:9][CH2:8][CH2:7][CH2:6][O:5]1.[Mg].II.[Br-].[Br:14][C:15]1[CH:22]=[CH:21][C:20]([O:23][CH3:24])=[CH:19][C:16]=1[CH2:17]Br>C1COCC1.II>[Br:14][C:15]1[CH:22]=[CH:21][C:20]([O:23][CH3:24])=[CH:19][C:16]=1[CH2:17][CH2:2][CH2:3][CH:4]1[O:9][CH2:8][CH2:7][CH2:6][O:5]1. Procedure details: A solution of 2-(2-bromoethyl)-1,3-dioxane (3.41 ml, 4.88 g, 25.0 mmol) in dry THF (15 ml) was slowly added to dry magnesium turnings (0.67 g, 27.5 mmol) and ~10 mg iodine at room temperature under N2. After heat evolved and the iodine color vanished, the contents were heated to reflux and the remainder of the bromide solution was added dropwise over 10 min. After 2 h reflux, the alkylmagnesium-bromide solution was cooled to room temperature and transferred via syringe to a solution of 2-bromo-5...